Dataset: the Open Reaction Database (ORD), a public repository of structured organic reaction records. Task: describe an organic reaction: reactants, conditions, products, and yield Reactants: COc1c(CC(=O)O)cccc1Oc1ccccc1C, CC(=O)OC(C)=O, I. Reaction SMILES: [CH3:1][O:2][c:3]1[c:4]([CH2:17][C:18](=[O:19])[OH:20])[cH:5][cH:6][cH:7][c:8]1[O:9][c:10]1[c:11]([CH3:16])[cH:12][cH:13][cH:14][cH:15]1.[CH3:21][C:22]([O:23][C:24](=[O:25])[CH3:26])=[O:27].[IH:28]>>[c:3]12[c:4]([cH:5][cH:6][cH:7][c:8]1[O:9][c:10]1[c:11]([CH3:16])[cH:12][cH:13][cH:14][cH:15]1)[CH2:17][C:18](=[O:19])[O:20]2. Yields the product Cc1ccccc1Oc1cccc2c1OC(=O)C2. Procedure details: Using (R)-3-isopropylisothiazolidine 1,1-dioxide (300 mg) described in Preparation Example 8 and [4-(2,4-dimethylphenyl)piperazin-1-yl](4-iodophenyl)methanone (420 mg) described in Preparation Example 108 and by the reaction and treatment in the same manner as in Example 1, the title compound (19 mg) was obtained. Starting materials: C(C)(C)[C@@H]1NS(CC1)(=O)=O ((R)-3-isopropylisothiazolidine 1,1-dioxide), CC1=C(C=CC(=C1)C)N1CCN(CC1)C(=O)C1=CC=C(C=C1)I ([4-(2,4-dimethylphenyl)piperazin-1-yl](4-iodophenyl)methanone). Yield: 4.2%. Reaction SMILES: [CH:1]([C@H:4]1[CH2:8][CH2:7][S:6](=[O:10])(=[O:9])[NH:5]1)([CH3:3])[CH3:2].[CH3:11][C:12]1[CH:17]=[C:16]([CH3:18])[CH:15]=[CH:14][C:13]=1[N:19]1[CH2:24][CH2:23][N:22]([C:25]([C:27]2[CH:32]=[CH:31][C:30](I)=[CH:29][CH:28]=2)=[O:26])[CH2:21][CH2:20]1>>[CH3:11][C:12]1[CH:17]=[C:16]([CH3:18])[CH:15]=[CH:14][C:13]=1[N:19]1[CH2:20][CH2:21][N:22]([C:25]([C:27]2[CH:32]=[CH:31][C:30]([N:5]3[C@@H:4]([CH:1]([CH3:3])[CH3:2])[CH2:8][CH2:7][S:6]3(=[O:10])=[O:9])=[CH:29][CH:28]=2)=[O:26])[CH2:23][CH2:24]1. Yields the product CC1=C(C=CC(=C1)C)N1CCN(CC1)C(=O)C1=CC=C(C=C1)N1S(CC[C@@H]1C(C)C)(=O)=O ((R)-[4-(2,4-dimethylphenyl)piperazin-1-yl][4-(3-isopropyl-1,1-dioxo-1λ6-isothiazolidin-2-yl)phenyl]methanone). Starting materials: CC=1N=CSC1C(=O)C=1N=CN2C1SC=C2 (7-(4-methylthiazol-5-yl)carbonylimidazo[5,1-b]thiazole), C(CCC)[Sn](CCCC)(CCCC)Cl (tri-n-butylstannyl chloride), C[Si](C)(C)[N-][Si](C)(C)C.[Li+].C1CCOC1 (lithium bis(trimethylsilyl)amide THF). The product is CC=1N=CSC1C(=O)C=1N=CN2C1SC(=C2)[Sn](CCCC)(CCCC)CCCC (7-(4-Methylthiazol-5-yl)carbonyl-2-(tri-n-butylstannyl)imidazo[5,1-b]thiazole). RXN SMILES: [CH3:1][C:2]1[N:3]=[CH:4][S:5][C:6]=1[C:7]([C:9]1[N:10]=[CH:11][N:12]2[CH:16]=[CH:15][S:14][C:13]=12)=[O:8].[CH2:17]([Sn:21](Cl)([CH2:26][CH2:27][CH2:28][CH3:29])[CH2:22][CH2:23][CH2:24][CH3:25])[CH2:18][CH2:19][CH3:20].C[Si]([N-][Si](C)(C)C)(C)C.[Li+].C1COCC1>>[CH3:1][C:2]1[N:3]=[CH:4][S:5][C:6]=1[C:7]([C:9]1[N:10]=[CH:11][N:12]2[CH:16]=[C:15]([Sn:21]([CH2:22][CH2:23][CH2:24][CH3:25])([CH2:26][CH2:27][CH2:28][CH3:29])[CH2:17][CH2:18][CH2:19][CH3:20])[S:14][C:13]=12)=[O:8] |f:2.3.4|. Procedure details: The title compound (254 mg) was prepared in substantially the same manner as in step c) of Synthesis Example 1, except that 502 mg of 7-(4-methylthiazol-5-yl)carbonylimidazo[5,1-b]thiazole, 0.598 ml of tri-n-butylstannyl chloride, and 4.0 ml of a 1.0 N lithium bis(trimethylsilyl)amide/THF solution were used as the starting materials. The reactants are CCO, O=C(c1ccc(Cl)c([N+](=O)[O-])c1)c1ccccn1, N. Yields the product Nc1ccc(C(=O)c2ccccn2)cc1[N+](=O)[O-]. Reaction SMILES: [CH3:20][CH2:21][OH:22].[N+:1](=[O:2])([O-:3])[c:4]1[cH:5][c:6]([C:7](=[O:8])[c:9]2[n:10][cH:11][cH:12][cH:13][cH:14]2)[cH:15][cH:16][c:17]1[Cl:18].[NH3:19]>>[N+:1](=[O:2])([O-:3])[c:4]1[cH:5][c:6]([C:7](=[O:8])[c:9]2[n:10][cH:11][cH:12][cH:13][cH:14]2)[cH:15][cH:16][c:17]1[NH2:19]. Starting materials: N1C(=CC=C1)C=O (2-pyrrolecarboxaldehyde), BrC1=C(C=CC=C1)C(C)=O (o-bromoacetophenone), [OH-].[K+] (potassium hydroxide), O (water). The solvent is CC1CCCCC1.CCOC(=O)C (methylcyclohexane EtOAc). Conditions: temperature 45 celsius. The product is BrC1=C(C=CC=C1)C(C=CC=1NC=CC1)=O (1-(2-bromophenyl)-3-(1H-pyrrol-2-yl)-2-propen-1-one). The yield is 75.0%. RXN SMILES: [NH:1]1[CH:5]=[CH:4][CH:3]=[C:2]1[CH:6]=O.[Br:8][C:9]1[CH:14]=[CH:13][CH:12]=[CH:11][C:10]=1[C:15](=[O:17])[CH3:16].[OH-].[K+].O>CC1CCCCC1.CCOC(C)=O>[Br:8][C:9]1[CH:14]=[CH:13][CH:12]=[CH:11][C:10]=1[C:15](=[O:17])[CH:16]=[CH:6][C:2]1[NH:1][CH:5]=[CH:4][CH:3]=1 |f:2.3,5.6|. Reported procedure: A mixture of 20.0 g of (0.21 moles) 2-pyrrolecarboxaldehyde, 71.4 mL of (0.52 moles) o-bromoacetophenone, 72 mL of 1N potassium hydroxide and 800 mL of water was placed in a flask under nitrogen and heated to 45° C. for 72 hr. The reaction was cooled in an ice bath until a solid formed. The solid was taken up in methylcyclohexane/EtOAc, dried over 4A sieves and allowed to cool. The resulting solid was recrystallized from methylcyclohexane/EtOAc to give 43.5 g of 1-(2-bromophenyl)-3-(1H-pyrrol-2-... Starting materials: O=C(Nc1cccc(Cl)c1Cl)OCC(Cl)(Cl)Cl, Nc1cc(-c2ccccc2F)n[nH]1, CN(C)C=O, O. The product is O=C(Nc1cc(-c2ccccc2F)n[nH]1)Nc1cccc(Cl)c1Cl. As a reaction SMILES: [Cl:1][c:2]1[c:3]([NH:9][C:10]([O:11][CH2:12][C:13]([Cl:14])([Cl:15])[Cl:16])=[O:17])[cH:4][cH:5][cH:6][c:7]1[Cl:8].[F:18][c:19]1[c:20](-[c:25]2[n:26][nH:27][c:28]([NH2:30])[cH:29]2)[cH:21][cH:22][cH:23][cH:24]1.[O:32]=[CH:33][N:34]([CH3:35])[CH3:36].[OH2:31]>>[Cl:1][c:2]1[c:3]([NH:9][C:10](=[O:17])[NH:30][c:28]2[nH:27][n:26][c:25](-[c:20]3[c:19]([F:18])[cH:24][cH:23][cH:22][cH:21]3)[cH:29]2)[cH:4][cH:5][cH:6][c:7]1[Cl:8]. Reactants: CO, CCO, [H][H], Cc1cc(I)ccc1Nc1c(C(=O)NOC2CCCCO2)cc2nc[nH]c2c1F. As a reaction SMILES: [CH3:32][OH:33].[CH3:34][CH2:35][OH:36].[H:30][H:31].[O:1]1[CH2:2][CH2:3][CH2:4][CH2:5][CH:6]1[O:7][NH:8][C:9](=[O:10])[c:11]1[cH:12][c:13]2[c:14]([nH:15][cH:16][n:17]2)[c:18]([F:29])[c:19]1[NH:20][c:21]1[c:22]([CH3:28])[cH:23][c:24]([I:27])[cH:25][cH:26]1>>[OH:7][NH:8][C:9](=[O:10])[c:11]1[cH:12][c:13]2[c:14]([nH:15][cH:16][n:17]2)[c:18]([F:29])[c:19]1[NH:20][c:21]1[c:22]([CH3:28])[cH:23][c:24]([I:27])[cH:25][cH:26]1. Yields the product Cc1cc(I)ccc1Nc1c(C(=O)NO)cc2nc[nH]c2c1F. Starting materials: ClCCl, O=C(O)C(F)(F)F, CS(=O)(=O)Oc1ccc(CCOc2ccc(CC3OC(=O)N(C(c4ccccc4)(c4ccccc4)c4ccccc4)C3=O)cc2)cc1. Yields the product CS(=O)(=O)Oc1ccc(CCOc2ccc(CC3OC(=O)NC3=O)cc2)cc1. RXN SMILES: [Cl:55][CH2:56][Cl:57].[OH:1][C:2]([C:3]([F:4])([F:5])[F:6])=[O:7].[c:8]1([C:9]([c:10]2[cH:11][cH:12][cH:13][cH:14][cH:43]2)([N:15]2[C:16](=[O:42])[O:17][CH:18]([CH2:21][c:22]3[cH:23][cH:24][c:25]([O:28][CH2:29][CH2:30][c:31]4[cH:32][cH:33][c:34]([O:37][S:38](=[O:39])(=[O:40])[CH3:41])[cH:35][cH:36]4)[cH:26][cH:27]3)[C:19]2=[O:20])[c:44]2[cH:45][cH:46][cH:47][cH:48][cH:49]2)[cH:50][cH:51][cH:52][cH:53][cH:54]1>>[NH:15]1[C:16](=[O:42])[O:17][CH:18]([CH2:21][c:22]2[cH:23][cH:24][c:25]([O:28][CH2:29][CH2:30][c:31]3[cH:32][cH:33][c:34]([O:37][S:38](=[O:39])(=[O:40])[CH3:41])[cH:35][cH:36]3)[cH:26][cH:27]2)[C:19]1=[O:20]. Reactants: BrB(Br)Br, O=C1c2ccccc2C(=O)N1OCc1cc(=O)c(OCc2ccccc2)co1, ClCCl. Yields the product O=C1c2ccccc2C(=O)N1OCc1cc(=O)c(O)co1. RXN SMILES: [B:29]([Br:30])([Br:31])[Br:32].[CH2:1]([c:2]1[cH:3][cH:4][cH:5][cH:6][cH:7]1)[O:8][c:9]1[c:10](=[O:28])[cH:11][c:12]([CH2:15][O:16][N:17]2[C:18](=[O:27])[c:19]3[c:20]([cH:23][cH:24][cH:25][cH:26]3)[C:21]2=[O:22])[o:13][cH:14]1.[Cl:33][CH2:34][Cl:35]>>[OH:8][c:9]1[c:10](=[O:28])[cH:11][c:12]([CH2:15][O:16][N:17]2[C:18](=[O:27])[c:19]3[c:20]([cH:23][cH:24][cH:25][cH:26]3)[C:21]2=[O:22])[o:13][cH:14]1. Starting materials: N1C(CNCC1)=O (piperazin-2-one), C(C1=CC=CC=C1)(C1=CC=CC=C1)(C1=CC=CC=C1)Cl (trityl chloride), Compound 125, FC1=CC=C(CN2C(CNCC2)(C)C)C=C1 (1-(4-fluorobenzyl)-2,2-dimethylpiperazine). Run in ClCCl (dichloromethane), C(Cl)Cl (CH2Cl2). Reaction conditions: time 18 hour. The product is C(C1=CC=CC=C1)(C1=CC=CC=C1)(C1=CC=CC=C1)N1CC(NCC1)=O (4-tritylpiperazin-2-one). As a reaction SMILES: FC1C=CC(CN2CCNCC2(C)C)=CC=1.[NH:17]1[CH2:22][CH2:21][NH:20][CH2:19][C:18]1=[O:23].[C:24](Cl)([C:37]1[CH:42]=[CH:41][CH:40]=[CH:39][CH:38]=1)([C:31]1[CH:36]=[CH:35][CH:34]=[CH:33][CH:32]=1)[C:25]1[CH:30]=[CH:29][CH:28]=[CH:27][CH:26]=1>ClCCl>[C:24]([N:20]1[CH2:21][CH2:22][NH:17][C:18](=[O:23])[CH2:19]1)([C:25]1[CH:30]=[CH:29][CH:28]=[CH:27][CH:26]=1)([C:37]1[CH:38]=[CH:39][CH:40]=[CH:41][CH:42]=1)[C:31]1[CH:32]=[CH:33][CH:34]=[CH:35][CH:36]=1. Procedure details: For use in the synthesis of Compound 125, 1-(4-fluorobenzyl)-2,2-dimethylpiperazine was synthesized. To a solution of piperazin-2-one (0.500 g, 5.00 mmol, 1.0 eq) in dichloromethane (50 mL) was added trityl chloride (1.533 g, 5.50 mmol, 1.1 eq). The reaction was stirred at room temperature for 18 hours before diluting with CH2Cl2 (50 mL). The reaction was washed with NaHCO3 (100 mL) and brine (100 mL), dried (Na2SO4) and concentrated under reduced pressure to yield 4-tritylpiperazin-2-one as a w...